This data is from the Open Reaction Database (ORD), a public repository of structured organic reaction records. The task is: describe an organic reaction: reactants, conditions, products, and yield Reactants: O=S(=O)(c1ccccc1)c1cnc(Cl)cn1, N, [NH4+], [OH-]. Product: Nc1cnc(S(=O)(=O)c2ccccc2)cn1. Reaction SMILES: [Cl:1][c:2]1[n:3][cH:4][c:5]([S:8](=[O:9])(=[O:10])[c:11]2[cH:12][cH:13][cH:14][cH:15][cH:16]2)[n:6][cH:7]1.[NH3:17].[NH4+:18].[OH-:19]>>[c:2]1([NH2:17])[n:3][cH:4][c:5]([S:8](=[O:9])(=[O:10])[c:11]2[cH:12][cH:13][cH:14][cH:15][cH:16]2)[n:6][cH:7]1. As a reaction SMILES: [CH2:1]([C:8]1[NH:9][C:10]([CH3:15])=[C:11]([CH2:13][OH:14])[N:12]=1)[C:2]1[CH:7]=[CH:6][CH:5]=[CH:4][CH:3]=1.[N+]([O-])(O)=O.C(=O)([O-])[O-].[Na+].[Na+]>>[CH2:1]([C:8]1[NH:9][C:10]([CH3:15])=[C:11]([CH:13]=[O:14])[N:12]=1)[C:2]1[CH:3]=[CH:4][CH:5]=[CH:6][CH:7]=1 |f:2.3.4|. Yields the product C(C1=CC=CC=C1)C=1NC(=C(N1)C=O)C (2-Benzyl-5-methyl-4-imidazolecarboxaldehyde). Reported procedure: A mixture of 8.79 gm. of 2-benzyl-5-methyl-4-imidazolemethanol and 55.7 ml. of concentrated HNO3 is left at room temperature overnight. The solution is heated for 45 minutes on a steam bath, cooled, the basified with aqueous sodium carbonate. After heating the resulting mixture on a steam bath, it is cooled and the solid collected. Two recrystallizations from ethanol give the desired product, m.p. 171°-173° C. Starting materials: C(C1=CC=CC=C1)C=1NC(=C(N1)CO)C (2-benzyl-5-methyl-4-imidazolemethanol), [N+](=O)(O)[O-] (HNO3), C([O-])([O-])=O.[Na+].[Na+] (sodium carbonate). The reactants are CC(C)=O, CN(C)CCCl, ON=C1c2cc(Cl)ccc2-n2cccc21, Cl, [Na+], [Na+], O=C([O-])[O-], O. Product: CN(C)CCON=C1c2cc(Cl)ccc2-n2cccc21. Reaction SMILES: [CH3:30][C:31](=[O:32])[CH3:33].[Cl:3][CH2:4][CH2:5][N:6]([CH3:7])[CH3:8].[Cl:9][c:10]1[cH:11][c:12]2[c:16]([cH:17][cH:18]1)-[n:15]1[c:14]([cH:21][cH:20][cH:19]1)[C:13]2=[N:22][OH:23].[ClH:2].[Na+:24].[Na+:25].[O-:26][C:27](=[O:28])[O-:29].[OH2:1]>>[CH2:4]([CH2:5][N:6]([CH3:7])[CH3:8])[O:23][N:22]=[C:13]1[c:12]2[cH:11][c:10]([Cl:9])[cH:18][cH:17][c:16]2-[n:15]2[c:14]1[cH:21][cH:20][cH:19]2.